Dataset: the Open Reaction Database (ORD), a public repository of structured organic reaction records. Task: describe an organic reaction: reactants, conditions, products, and yield Starting materials: FC(C(=O)O)(F)F (trifluoroacetic acid), FC(C(=O)O)(F)F (trifluoroacetic acid), C(C)O (ethanol), S(O)(O)(=O)=O (sulfuric acid). Solvent: O (water). The product is FC(C(=O)OCC)(F)F (ethyl trifluoroacetate). As a reaction SMILES: [F:1][C:2]([F:7])([F:6])[C:3]([OH:5])=[O:4].[CH2:8](O)[CH3:9].S(=O)(=O)(O)O>O>[F:1][C:2]([F:7])([F:6])[C:3]([O:5][CH2:8][CH3:9])=[O:4]. Procedure: in a first stage, trifluoroacetic acid is brought into contact with a slight excess of ethanol in the presence of concentrated sulfuric acid and a solvent, the solvent having a boiling point higher than that of trifluoroacetic acid and specific gravity relative to water less than 1 and which solvent does not form an azeotrope with ethyl trifluoroacetate, and then carrying out a phase separation and removing the sulfuric layer, followed, if required, by an additional stage in which concentrated s... The reactants are C(C1=CC=CC=C1)O (Benzyl alcohol), [H-].[Na+] (sodium hydride), O1CCCC1 (tetrahydrofuran), COC=1C=CC2=C(SC(=C2Cl)C(=O)Cl)C1 (6-methoxy-3-chloro-benzo[b]-thiophene-2-carbonyl chloride), O1CCCC1 (tetrahydrofuran). Solvent: CO (methanol), [OH-].[Na+] (sodium hydroxide). Product: COC=1C=CC2=C(SC(=C2OCC2=CC=CC=C2)C(=O)O)C1 (6-Methoxy-3-(phenylmethoxy)-benzo[b]thiophene-2-carboxylic acid). Reaction SMILES: [CH2:1]([OH:8])[C:2]1[CH:7]=[CH:6][CH:5]=[CH:4][CH:3]=1.[H-].[Na+].[CH3:11][O:12][C:13]1[CH:14]=[CH:15][C:16]2[C:20](Cl)=[C:19]([C:22](Cl)=[O:23])[S:18][C:17]=2[CH:25]=1.[O:26]1CCCC1>CO.[OH-].[Na+]>[CH3:11][O:12][C:13]1[CH:14]=[CH:15][C:16]2[C:20]([O:8][CH2:1][C:2]3[CH:7]=[CH:6][CH:5]=[CH:4][CH:3]=3)=[C:19]([C:22]([OH:26])=[O:23])[S:18][C:17]=2[CH:25]=1 |f:1.2,6.7|. Procedure details: Benzyl alcohol (6.0 mls, 58 mmoles) is added dropwise to a stirred suspension of sodium hydride (2.3 g of a 60% dispersion in mineral oil, 58 mmoles) in tetrahydrofuran (15 mls) under argon. After 20 minutes a solution of 6-methoxy-3-chloro-benzo[b]-thiophene-2-carbonyl chloride (5.0 g, 19 mmoles) in warm tetrahydrofuran (60 mls) is added during 5 minutes, and the mixture is heated under reflux. After 16 hours the mixture is cooled, and stripped of solvent under reduced pressure. The residue is ... Procedure: Boron tribromide (0.056 mL, 0,595 mmol) was added drop wise to a cooled solution of 1-benzyl-4-{5-[2-(3,4-dimethoxy-phenyl)-vinyl]-[1,2,4]oxadiazol-3-ylmethyl}-piperidine (compound of Example 30; 0.05 g, 0.12 mol) in dichloromethane (3 mL) at −78° C. The reaction mixture was warmed to room temperature and stirred for 6 h. The reaction mixture was quenched with methanol (2 mL) and the organic solvent was evaporated. The residue was suspended in methanolic ammonia (2 mL) and the undissolved solid ... Starting materials: B(Br)(Br)Br (Boron tribromide), C(C1=CC=CC=C1)N1CCC(CC1)CC1=NOC(=N1)C=CC1=CC(=C(C=C1)OC)OC (1-Benzyl-4-{5-[2-(3,4-dimethoxy-phenyl)-vinyl]-[1,2,4]oxadiazol-3-ylmethyl}-piperidine), C(C1=CC=CC=C1)N1CCC(CC1)CC1=NOC(=N1)C=CC1=CC(=C(C=C1)OC)OC (1-Benzyl-4-{5-[2-(3,4-dimethoxy-phenyl)-vinyl]-[1,2,4]oxadiazol-3-ylmethyl}-piperidine). Product: C(C1=CC=CC=C1)N1CCC(CC1)CC1=NOC(=N1)C=CC=1C=C(C(=CC1)O)O (4-{2-[3-(1-Benzyl-piperidin-4-ylmethyl)-[1,2,4]oxadiazol-5-yl]-vinyl}-benzene-1,2-diol). Solvent: ClCCl (dichloromethane). Reaction SMILES: B(Br)(Br)Br.[CH2:5]([N:12]1[CH2:17][CH2:16][CH:15]([CH2:18][C:19]2[N:23]=[C:22]([CH:24]=[CH:25][C:26]3[CH:31]=[CH:30][C:29]([O:32]C)=[C:28]([O:34]C)[CH:27]=3)[O:21][N:20]=2)[CH2:14][CH2:13]1)[C:6]1[CH:11]=[CH:10][CH:9]=[CH:8][CH:7]=1>ClCCl>[CH2:5]([N:12]1[CH2:17][CH2:16][CH:15]([CH2:18][C:19]2[N:23]=[C:22]([CH:24]=[CH:25][C:26]3[CH:27]=[C:28]([OH:34])[C:29]([OH:32])=[CH:30][CH:31]=3)[O:21][N:20]=2)[CH2:14][CH2:13]1)[C:6]1[CH:11]=[CH:10][CH:9]=[CH:8][CH:7]=1. Run at time 6 hour. Starting materials: CCN(C(C)C)C(C)C, CCn1ncc(Cl)c1-c1csc(C(=O)O)c1, ClCCl, NC(Cc1ccccc1C(F)(F)F)CN1C(=O)c2ccccc2C1=O. The product is CCn1ncc(Cl)c1-c1csc(C(=O)NC(Cc2ccccc2C(F)(F)F)CN2C(=O)c3ccccc3C2=O)c1. RXN SMILES: [CH:42]([N:43]([CH2:44][CH3:45])[CH:46]([CH3:47])[CH3:48])([CH3:49])[CH3:50].[Cl:1][c:2]1[cH:3][n:4][n:5]([CH2:15][CH3:16])[c:6]1-[c:7]1[cH:8][c:9]([C:12](=[O:13])[OH:14])[s:10][cH:11]1.[Cl:51][CH2:52][Cl:53].[NH2:17][CH:18]([CH2:19][N:20]1[C:21](=[O:30])[c:22]2[cH:23][cH:24][cH:25][cH:26][c:27]2[C:28]1=[O:29])[CH2:31][c:32]1[c:33]([C:38]([F:39])([F:40])[F:41])[cH:34][cH:35][cH:36][cH:37]1>>[Cl:1][c:2]1[cH:3][n:4][n:5]([CH2:15][CH3:16])[c:6]1-[c:7]1[cH:8][c:9]([C:12](=[O:14])[NH:17][CH:18]([CH2:19][N:20]2[C:21](=[O:30])[c:22]3[cH:23][cH:24][cH:25][cH:26][c:27]3[C:28]2=[O:29])[CH2:31][c:32]2[c:33]([C:38]([F:39])([F:40])[F:41])[cH:34][cH:35][cH:36][cH:37]2)[s:10][cH:11]1. The reactants are Nc1cccc(Cl)n1, ClCCl, [Na+], O=C([O-])O, O=S(=O)(Cl)c1ccccc1, c1ccncc1. The product is O=S(=O)(Nc1cccc(Cl)n1)c1ccccc1. Reaction SMILES: [Cl:1][c:2]1[cH:3][cH:4][cH:5][c:6]([NH2:8])[n:7]1.[Cl:25][CH2:26][Cl:27].[Na+:32].[O-:28][C:29]([OH:30])=[O:31].[c:15]1([S:21](=[O:22])(=[O:23])[Cl:24])[cH:16][cH:17][cH:18][cH:19][cH:20]1.[cH:9]1[cH:10][cH:11][n:12][cH:13][cH:14]1>>[Cl:1][c:2]1[cH:3][cH:4][cH:5][c:6]([NH:8][S:21]([c:15]2[cH:16][cH:17][cH:18][cH:19][cH:20]2)(=[O:22])=[O:23])[n:7]1.